Dataset: the Open Reaction Database (ORD), a public repository of structured organic reaction records. Task: describe an organic reaction: reactants, conditions, products, and yield Starting materials: O=C(Cl)c1ccccc1, CCOC(C)=O, CCN(C(C)C)C(C)C, CC1CNCCN1c1nnc(Cl)c2ccccc12, CN(C)C=O. Product: CC1CN(C(=O)c2ccccc2)CCN1c1nnc(Cl)c2ccccc12. RXN SMILES: [C:28]([c:29]1[cH:30][cH:31][cH:32][cH:33][cH:34]1)(=[O:35])[Cl:36].[CH3:42][CH2:43][O:44][C:45](=[O:46])[CH3:47].[CH:19]([N:20]([CH2:21][CH3:22])[CH:23]([CH3:24])[CH3:25])([CH3:26])[CH3:27].[Cl:1][c:2]1[n:3][n:4][c:5]([N:12]2[CH:13]([CH3:18])[CH2:14][NH:15][CH2:16][CH2:17]2)[c:6]2[cH:7][cH:8][cH:9][cH:10][c:11]12.[O:37]=[CH:38][N:39]([CH3:40])[CH3:41]>>[Cl:1][c:2]1[n:3][n:4][c:5]([N:12]2[CH:13]([CH3:18])[CH2:14][N:15]([C:28]([c:29]3[cH:30][cH:31][cH:32][cH:33][cH:34]3)=[O:35])[CH2:16][CH2:17]2)[c:6]2[cH:7][cH:8][cH:9][cH:10][c:11]12.